Dataset: the Open Reaction Database (ORD), a public repository of structured organic reaction records. Task: describe an organic reaction: reactants, conditions, products, and yield Reactants: CC(CCCCCCCCCCCCC)=O (2-pentadecanone), C(C)(C)C1=C(C(=CC=C1)C(C)C)N=C=O (2,6-diisopropylphenyl isocyanate), C(C)(C)[N-]C(C)C.[Li+] (lithium diisopropylamide). The product is CC(C)C1=C(C(=CC=C1)C(C)C)NC(CC(CCCCCCCCCCCCC)=O)=O (N-[2,6-bis(1-methylethyl)phenyl]-3-oxo-hexadecanamide). Reaction SMILES: [CH3:1][C:2](=[O:16])[CH2:3][CH2:4][CH2:5][CH2:6][CH2:7][CH2:8][CH2:9][CH2:10][CH2:11][CH2:12][CH2:13][CH2:14][CH3:15].[CH:17]([C:20]1[CH:25]=[CH:24][CH:23]=[C:22]([CH:26]([CH3:28])[CH3:27])[C:21]=1[N:29]=[C:30]=[O:31])([CH3:19])[CH3:18].C([N-]C(C)C)(C)C.[Li+]>>[CH3:19][CH:17]([C:20]1[CH:25]=[CH:24][CH:23]=[C:22]([CH:26]([CH3:27])[CH3:28])[C:21]=1[NH:29][C:30](=[O:31])[CH2:1][C:2](=[O:16])[CH2:3][CH2:4][CH2:5][CH2:6][CH2:7][CH2:8][CH2:9][CH2:10][CH2:11][CH2:12][CH2:13][CH2:14][CH3:15])[CH3:18] |f:2.3|. Procedure: The title compound was prepared from 2-pentadecanone (3.0 g, 0.013 mol), 2,6-diisopropylphenyl isocyanate (2.64 g, 0.013 mol), and lithium diisopropylamide (0.013 mol) using the procedure described in Example 1. Purification by flash chromatography (silica gel, 15% EtOAc/hexane) yielded 1.92 g (0.004, 34%) of the desired product. The reactants are BrC=1C=CC(N(C1)CC(C)(C)O)=O (5-bromo-1-(2-hydroxy-2-methylpropyl)pyridin-2(1H)-one), OC(C[C@@]1(CCN(C(O1)=O)[C@@H](C)C1=CC=C(C=C1)B1OC(C(O1)(C)C)(C)C)C1=CC=CC=C1)(C)C ((S)-6-(2-hydroxy-2-methylpropyl)-6-phenyl-3-((S)-1-(4-(4,4,5,5-tetramethyl-1,3,2-dioxaborolan-2-yl)phenyl)ethyl)-1,3-oxazinan-2-one), C(=O)(O)[O-].[Na+] (NaHCO3). Reagents/catalysts: C=1C=CC(=CC1)[P](C=2C=CC=CC2)(C=3C=CC=CC3)[Pd]([P](C=4C=CC=CC4)(C=5C=CC=CC5)C=6C=CC=CC6)([P](C=7C=CC=CC7)(C=8C=CC=CC8)C=9C=CC=CC9)[P](C=1C=CC=CC1)(C=1C=CC=CC1)C=1C=CC=CC1 (Pd(PPh3)4). The solvent is COCCOC (DME), CCO (EtOH). Reaction conditions: time 1 hour. The product is C1(=CC=CC=C1)C1CCNC(O1)=O (6-phenyl-1,3-oxazinan-2-one). Yield: 0.0%. As a reaction SMILES: BrC1C=CC(=O)N(CC(O)(C)C)C=1.OC(C)(C)C[C@@:17]1([C:41]2[CH:46]=[CH:45][CH:44]=[CH:43][CH:42]=2)[O:22][C:21](=[O:23])[N:20]([C@H](C2C=CC(B3OC(C)(C)C(C)(C)O3)=CC=2)C)[CH2:19][CH2:18]1.C([O-])(O)=O.[Na+]>COCCOC.CCO.C1C=CC([P]([Pd]([P](C2C=CC=CC=2)(C2C=CC=CC=2)C2C=CC=CC=2)([P](C2C=CC=CC=2)(C2C=CC=CC=2)C2C=CC=CC=2)[P](C2C=CC=CC=2)(C2C=CC=CC=2)C2C=CC=CC=2)(C2C=CC=CC=2)C2C=CC=CC=2)=CC=1>[C:41]1([CH:17]2[O:22][C:21](=[O:23])[NH:20][CH2:19][CH2:18]2)[CH:42]=[CH:43][CH:44]=[CH:45][CH:46]=1 |f:2.3,^1:66,68,87,106|. Procedure details: To a solution of 5-bromo-1-(2-hydroxy-2-methylpropyl)pyridin-2(1H)-one (20 mg, 81.3 mmol) in DME (6 mL) was added Pd(PPh3)4 (10 mg) under nitrogen. The mixture was stirred for 1 h at rt, and a solution of (S)-6-(2-hydroxy-2-methylpropyl)-6-phenyl-3-((S)-1-(4-(4,4,5,5-tetramethyl-1,3,2-dioxaborolan-2-yl)phenyl)ethyl)-1,3-oxazinan-2-one (38.95 mg, 81.3 mmol) in EtOH (2 mL) and satd aq NaHCO3 (2 mL) were added. The resulting mixture was stirred at 100° C. for 2 h, quenched with water, and extracted... RXN SMILES: [Cl:1][C:2]1[C:3]([N:11]2[CH2:16][CH2:15][CH:14]([C:17]([F:20])([F:19])[F:18])[CH2:13][CH2:12]2)=[CH:4][C:5]([NH:9][CH3:10])=[C:6]([CH:8]=1)[NH2:7].[F:21][C:22]([F:44])([F:43])[C:23]1[CH:39]=[CH:38][C:26]([CH2:27][NH:28][C:29]([C:31]2([C:34]([F:37])([F:36])[F:35])[CH2:33][CH2:32]2)=[O:30])=[CH:25][C:24]=1[N:40]=[C:41]=S.CC(C)N=C=NC(C)C>CN(C=O)C>[F:21][C:22]([F:44])([F:43])[C:23]1[CH:39]=[CH:38][C:26]([CH2:27][NH:28][C:29]([C:31]2([C:34]([F:37])([F:36])[F:35])[CH2:33][CH2:32]2)=[O:30])=[CH:25][C:24]=1[NH:40][C:41]1[N:9]([CH3:10])[C:5]2[CH:4]=[C:3]([N:11]3[CH2:16][CH2:15][CH:14]([C:17]([F:19])([F:20])[F:18])[CH2:13][CH2:12]3)[C:2]([Cl:1])=[CH:8][C:6]=2[N:7]=1. Procedure details: The title compound was prepared in analogy to Example 76 using 5-chloro-2-methylamino-4-(4-trifluoromethyl-piperidin-1-yl)aniline (185 mg, 0.60 mmol), N-(4-trifluoromethyl-3-isothiocyanatobenzyl)-1-(trifluoromethyl)cyclopropane carboxamide (221 mg, 0.60 mmol), DIC (76 mg, 0.60 mmol) and DMF (4 mL). Run in CN(C)C=O (DMF). Starting materials: ClC=1C(=CC(=C(N)C1)NC)N1CCC(CC1)C(F)(F)F (5-chloro-2-methylamino-4-(4-trifluoromethyl-piperidin-1-yl)aniline), FC(C1=C(C=C(CNC(=O)C2(CC2)C(F)(F)F)C=C1)N=C=S)(F)F (N-(4-trifluoromethyl-3-isothiocyanatobenzyl)-1-(trifluoromethyl)cyclopropane carboxamide), CC(N=C=NC(C)C)C (DIC). Product: FC(C1=C(C=C(CNC(=O)C2(CC2)C(F)(F)F)C=C1)NC1=NC2=C(N1C)C=C(C(=C2)Cl)N2CCC(CC2)C(F)(F)F)(F)F (N-{4-Trifluoromethyl-3-[5-chloro-1-methyl-6-(4-trifluoromethyl-piperidin-1-yl)-1H-benzimidazol-2-ylamino]-benzyl}-1-trifluoromethyl-cyclopropanamide). Reactants: C(C)(C)(C)C1=C(OC2=NC=CC=C2N=C=S)C=CC=C1 (2-(2-tert-Butylphenoxy)-3-isothiocyanatopyridine), C(C)(C)(C)OC(NN)=O (tert-butylcarbazate), FC(C(=O)O)(F)F (Trifluoroacetic acid). The solvent is C(Cl)Cl (DCM). Reaction conditions: time 2 hour. The product is C(C)(C)(C)C1=C(OC2=NC=CC=C2NC(NN)=S)C=CC=C1 (4-(2-(2-tert-Butylphenoxy)pyridin-3-yl)thiosemicarbazide). Yield: 118.9%. RXN SMILES: [C:1]([C:5]1[CH:20]=[CH:19][CH:18]=[CH:17][C:6]=1[O:7][C:8]1[C:13]([N:14]=[C:15]=[S:16])=[CH:12][CH:11]=[CH:10][N:9]=1)([CH3:4])([CH3:3])[CH3:2].C(OC(=O)[NH:27][NH2:28])(C)(C)C.FC(F)(F)C(O)=O>C(Cl)Cl>[C:1]([C:5]1[CH:20]=[CH:19][CH:18]=[CH:17][C:6]=1[O:7][C:8]1[C:13]([NH:14][C:15](=[S:16])[NH:27][NH2:28])=[CH:12][CH:11]=[CH:10][N:9]=1)([CH3:4])([CH3:2])[CH3:3]. Procedure details: A mixture of Example 1a (1 g, 3.51 mmol) and tert-butylcarbazate (465 mg, 3.51 mmol) in DCM (10 mL) was stirred at rt for 2 h. Trifluoroacetic acid (2 mL) was added and mixture was stirred for 2 h. The solvent was removed and the residue was dissolved in EtOAc (15 mL), washed with saturated sodium bicarbonate solution, dried (anh. MgSO4), filtered and evaporated to give the title compound (1.32 g) as a brown solid. (M+H)+=317.